Dataset: the Open Reaction Database (ORD), a public repository of structured organic reaction records. Task: describe an organic reaction: reactants, conditions, products, and yield Reactants: Cl.ClC=1C=C(C=CC1)NN (3-chlorophenylhydrazine hydrochloride), CCOC(=O)C(C(=O)C)C(=O)C (ethyl diacetoacetate). Product: C(C)OC(=O)C=1C(=NN(C1C)C1=CC(=CC=C1)Cl)C (1-(3-Chloro-phenyl)-3,5-dimethyl-1H-pyrazole-4-carboxylic acid ethyl ester). Yield: 58.0%. Reaction SMILES: Cl.[Cl:2][C:3]1[CH:4]=[C:5]([NH:9][NH2:10])[CH:6]=[CH:7][CH:8]=1.[CH3:11][CH2:12][O:13][C:14]([CH:16]([C:20]([CH3:22])=O)[C:17]([CH3:19])=O)=[O:15]>>[CH2:12]([O:13][C:14]([C:16]1[C:17]([CH3:19])=[N:10][N:9]([C:5]2[CH:6]=[CH:7][CH:8]=[C:3]([Cl:2])[CH:4]=2)[C:20]=1[CH3:22])=[O:15])[CH3:11] |f:0.1|. Procedure details: In analogy to the procedure described in Example 38A], 3-chlorophenylhydrazine hydrochloride and ethyl diacetoacetate gave the title compound after purification by flash column chromatography (n-heptane:EtOAc 9:1-1:1) in 58% yield as light yellow solid. MS: 279.0 (MH+, 1 Cl). Procedure: Dissolve 2,4-pentanedione (0.81 mL, 7.85 mmol) and pyrimidin-2-yl-hydrazine (1.037 g, 9.42 mmol) in acetic acid (10 mL). Stir the mixture for 69 hr. at room temperature then concentrate. Dilute the residue with saturated aqueous sodium bicarbonate, extract 3 times with DCM, dry (sodium sulfate), filter and concentrate to give 2-(3,5-dimethylpyrazol-1-yl)-pyrimidine as a white solid (1.333 g, 97%). MS (ES): m/z=175 [M+H]+. Conditions: time 69 hour. The yield is 97.5%. RXN SMILES: [CH3:1][C:2](=O)[CH2:3][C:4](=O)[CH3:5].[N:8]1[CH:13]=[CH:12][CH:11]=[N:10][C:9]=1[NH:14][NH2:15]>C(O)(=O)C>[CH3:1][C:2]1[CH:3]=[C:4]([CH3:5])[N:14]([C:9]2[N:10]=[CH:11][CH:12]=[CH:13][N:8]=2)[N:15]=1. The product is CC1=NN(C(=C1)C)C1=NC=CC=N1 (2-(3,5-dimethylpyrazol-1-yl)-pyrimidine). Solvent: C(C)(=O)O (acetic acid). Reactants: CC(CC(C)=O)=O (2,4-pentanedione), N1=C(N=CC=C1)NN (pyrimidin-2-yl-hydrazine). Starting materials: C1(CCCC1)N=C=O (cyclopentylisocyanate), NC1=CC=C(N=N1)N1CCN(CC1)C(=O)C1=C(C=CC=C1)C(F)(F)F ([4-(6-aminopyridazin-3-yl)piperazin-1-yl](2-trifluoromethylphenyl)-methanone). Product: C1(CCCC1)NC(=O)NC=1N=NC(=CC1)N1CCN(CC1)C(C1=C(C=CC=C1)C(F)(F)F)=O (1-CYCLOPENTYL-3-{6-[4-(2-TRIFLUOROMETHYLBENZOYL)-PIPERAZIN-1-YL]PYRIDAZIN-3-YL}UREA), solid. The yield is 91.0%. RXN SMILES: [CH:1]1([N:6]=[C:7]=[O:8])[CH2:5][CH2:4][CH2:3][CH2:2]1.[NH2:9][C:10]1[N:15]=[N:14][C:13]([N:16]2[CH2:21][CH2:20][N:19]([C:22]([C:24]3[CH:29]=[CH:28][CH:27]=[CH:26][C:25]=3[C:30]([F:33])([F:32])[F:31])=[O:23])[CH2:18][CH2:17]2)=[CH:12][CH:11]=1>>[CH:1]1([NH:6][C:7]([NH:9][C:10]2[N:15]=[N:14][C:13]([N:16]3[CH2:17][CH2:18][N:19]([C:22](=[O:23])[C:24]4[CH:29]=[CH:28][CH:27]=[CH:26][C:25]=4[C:30]([F:33])([F:32])[F:31])[CH2:20][CH2:21]3)=[CH:12][CH:11]=2)=[O:8])[CH2:5][CH2:4][CH2:3][CH2:2]1. Procedure: Following the procedure of Example 5, making variations only as required to use cyclopentylisocyanate in place of (2-isocyanatocyclopropyl)benzene to react with [4-(6-aminopyridazin-3-yl)piperazin-1-yl](2-trifluoromethylphenyl)-methanone, the title compound was obtained as a white solid (91% yield). 1H NMR (500 MHz, DMSO-d6) δ 9.02, 7.82, 7.75, 7.65, 7.58, 7.51, 7.34, 3.91-3.98, 3.67-3.80, 3.46-3.58, 3.36-3.44, 3.11-3.35, 1.80-1.88, 1.46-1.67, 1.30-1.40. MS (ES+) m/z 451 (M+1).